This data is from the Open Reaction Database (ORD), a public repository of structured organic reaction records. The task is: describe an organic reaction: reactants, conditions, products, and yield The yield is 98.0%. Procedure: Lithium borohydride (2.1 mg, 0.096 mmol) was added to a solution of (±)-methyl-5-[[6-(1-hydroxy-3-(2-thienyl)propyl]-1,3-benzodioxolyl]pentanoate (Compound 73, 36.0 mg, 0.096 mmol) in Et2O (2.0 mL) at 23° C. After 12 hours the reaction was quenched with 1N NaOH, stirred 1 hour, and extracted with EtOAc. The organic portion was dried (MgSO4), filtered and concentrated in vacuo. Purification by flash column chromatography (silica gel, 2:1 hex/EtOAc) provided 32.6 mg (98%) of the title compound. 1H... As a reaction SMILES: [BH4-].[Li+].CO[C:5](=O)[CH2:6][CH2:7][CH2:8][CH2:9][CH:10]1[O:14][C:13]2[CH:15]=[C:16]([CH:19]([OH:27])[CH2:20][CH2:21][C:22]3[S:23][CH:24]=[CH:25][CH:26]=3)[CH:17]=[CH:18][C:12]=2[O:11]1.CC[O:31]CC>>[OH:27][CH:19]([C:16]1[CH:17]=[CH:18][C:12]2[O:11][CH:10]([CH:9]([OH:31])[CH2:8][CH2:7][CH2:6][CH3:5])[O:14][C:13]=2[CH:15]=1)[CH2:20][CH2:21][C:22]1[S:23][CH:24]=[CH:25][CH:26]=1 |f:0.1|. Reactants: [BH4-].[Li+] (Lithium borohydride), (±)-methyl, COC(CCCCC1OC2=C(O1)C=C(C=C2)C(CCC=2SC=CC2)O)=O ((±)-Methyl-5-[[6-(1-hydroxy-3-(2-thienyl)propyl)]-1,3-benzodioxolyl]pentanoate), CCOCC (Et2O). The product is OC(CCC=1SC=CC1)C=1C=CC2=C(OC(O2)C(CCCC)O)C1 ([6-(1-hydroxy-3-(2-thienyl)propyl]-1,3-benzodioxolyl]pentanol). Reaction conditions: time 1 hour. Product: CCOC(=O)c1ccc(OCCCCCCP(=O)(OCC)OCC)cc1. Starting materials: CCOC(=O)c1ccc(OCCCCCCBr)cc1, [I-], [Na+], CCOP(OCC)OCC. Reaction SMILES: [C:1](=[O:2])([O:3][CH2:4][CH3:5])[c:6]1[cH:7][cH:8][c:9]([O:10][CH2:11][CH2:12][CH2:13][CH2:14][CH2:15][CH2:16][Br:17])[cH:18][cH:19]1.[I-:31].[Na+:30].[P:20]([O:21][CH2:22][CH3:23])([O:24][CH2:25][CH3:26])[O:27][CH2:28][CH3:29]>>[C:1](=[O:2])([O:3][CH2:4][CH3:5])[c:6]1[cH:7][cH:8][c:9]([O:10][CH2:11][CH2:12][CH2:13][CH2:14][CH2:15][CH2:16][P:20]([O:21][CH2:22][CH3:23])([O:24][CH2:25][CH3:26])=[O:27])[cH:18][cH:19]1. Starting materials: C(C)(C)N(C(CNC1=C(C=CC=C1)NC1=CC=CC=C1)=O)C1=CC=CC=C1 (N-isopropyl-N-phenyl-2-(2-phenylaminophenylamino)-acetamide), C1(=CC=CC=C1)NN=C(C(=O)Cl)C(=O)Cl (2-(phenyl-hydrazono)-propanedioyl dichloride). The solvent is C1CCOC1 (THF), C1CCOC1 (THF). Product: O=C1C(C(N(C2=C(N1CC(=O)N(C1=CC=CC=C1)C(C)C)C=CC=C2)C2=CC=CC=C2)=O)=NNC2=CC=CC=C2 (2-[2,4-dioxo-5-phenyl-3-(phenylhydrazono)-2,3,4,5-tetrahydro benzo[b][1,4]diazepin-1-yl]-N-isopropyl-N-phenylacetamide). Reaction SMILES: [CH:1]([N:4]([C:22]1[CH:27]=[CH:26][CH:25]=[CH:24][CH:23]=1)[C:5](=[O:21])[CH2:6][NH:7][C:8]1[CH:13]=[CH:12][CH:11]=[CH:10][C:9]=1[NH:14][C:15]1[CH:20]=[CH:19][CH:18]=[CH:17][CH:16]=1)([CH3:3])[CH3:2].[C:28]1([NH:34][N:35]=[C:36]([C:40](Cl)=[O:41])[C:37](Cl)=[O:38])[CH:33]=[CH:32][CH:31]=[CH:30][CH:29]=1>C1COCC1>[O:41]=[C:40]1[N:7]([CH2:6][C:5]([N:4]([CH:1]([CH3:3])[CH3:2])[C:22]2[CH:27]=[CH:26][CH:25]=[CH:24][CH:23]=2)=[O:21])[C:8]2[CH:13]=[CH:12][CH:11]=[CH:10][C:9]=2[N:14]([C:15]2[CH:16]=[CH:17][CH:18]=[CH:19][CH:20]=2)[C:37](=[O:38])[C:36]1=[N:35][NH:34][C:28]1[CH:33]=[CH:32][CH:31]=[CH:30][CH:29]=1. Procedure details: N-isopropyl-N-phenyl-2-(2-phenylaminophenylamino)-acetamide (10 g) and 2-(phenyl-hydrazono)-propanedioyl dichloride (6.83 g), were each dissolved in THF (100 ml) and added simultaneously, with stirring, to a flask containing THF (100 ml) at 0° C., under nitrogen. The reaction mixture was allowed to warm to R.T. and stirred four hours. The THF was evaporated in vacuo and the residue was dissolved in ethyl acetate (200 ml). The ethyl acetate solution was washed with 10% aqueous sodium carbonate (2... Reactants: Cc1ccc([N+](=O)[O-])cc1Br, C1COCCO1, CC(=O)O, CC(=O)OC(C)=O, CCOC(C)=O, Cl, O=[Cr](=O)=O, O=S(=O)(O)O. Yields the product O=Cc1ccc([N+](=O)[O-])cc1Br. Reaction SMILES: [Br:1][c:2]1[c:3]([CH3:11])[cH:4][cH:5][c:6]([N+:8](=[O:9])[O-:10])[cH:7]1.[CH2:33]1[O:34][CH2:35][CH2:36][O:37][CH2:38]1.[CH3:22][C:23](=[O:24])[OH:25].[CH3:26][C:27]([O:28][C:29](=[O:30])[CH3:31])=[O:32].[CH3:39][CH2:40][O:41][C:42](=[O:43])[CH3:44].[ClH:21].[O:17]=[Cr:18](=[O:19])=[O:20].[S:12]([OH:13])(=[O:14])(=[O:15])[OH:16]>>[Br:1][c:2]1[c:3]([CH:11]=[O:13])[cH:4][cH:5][c:6]([N+:8](=[O:9])[O-:10])[cH:7]1. Run in O1CCCC1 (tetrahydrofuran), C(C)(=O)OCC (ethyl acetate). Reaction conditions: time 3 hour. Yields the product OC(C)C1=CC=C(C=C1)S(=O)(=O)NC1=NC=NC(=C1C(C1=CC=CC=C1)OC)OCCOC1OCCCC1 (p-[(RS)-1-hydroxyethyl]-N-[5-(methoxybenzyl)-6-[2-[[(RS)-tetrahydro-2H-pyran-2-yl]oxy]ethoxy]-4-pyrimidinyl]benzene-sulfonamide). Reaction SMILES: CO[C:3]1[CH:37]=[CH:36][CH:35]=[CH:34][C:4]=1[CH2:5][C:6]1[C:7]([NH:22][S:23]([C:26]2[CH:33]=[CH:32][C:29]([CH:30]=[O:31])=[CH:28][CH:27]=2)(=[O:25])=[O:24])=[N:8][CH:9]=[N:10][C:11]=1[O:12][CH2:13][CH2:14][O:15][CH:16]1[CH2:21][CH2:20][CH2:19][CH2:18][O:17]1.[Mg].[CH3:39]I.[Cl-].[NH4+].[CH2:43]([O:45]CC)C>C(OCC)(=O)C.O1CCCC1>[OH:31][CH:30]([C:29]1[CH:28]=[CH:27][C:26]([S:23]([NH:22][C:7]2[C:6]([CH:5]([O:45][CH3:43])[C:4]3[CH:3]=[CH:37][CH:36]=[CH:35][CH:34]=3)=[C:11]([O:12][CH2:13][CH2:14][O:15][CH:16]3[CH2:21][CH2:20][CH2:19][CH2:18][O:17]3)[N:10]=[CH:9][N:8]=2)(=[O:24])=[O:25])=[CH:33][CH:32]=1)[CH3:39] |f:3.4|. Reactants: [Mg] (magnesium), CI (methyl iodide), C(C)OCC (diethyl ether), COC1=C(CC=2C(=NC=NC2OCCOC2OCCCC2)NS(=O)(=O)C2=CC=C(C=O)C=C2)C=CC=C1 (rac-p-[[5-(o-methoxybenzyl)-6-[2-[(tetrahydro-2H-pyran-2-yl]oxy]ethoxy]-4-pyrimidinyl]sulfamoyl]benzaldehyde), [Cl-].[NH4+] (ammonium chloride). Procedure: 170 mg of rac-p-[[5-(o-methoxybenzyl)-6-[2-[(tetrahydro-2H-pyran-2-yl]oxy]ethoxy]-4-pyrimidinyl]sulfamoyl]benzaldehyde and, after 30 minutes, 1 ml of absolute tetrahydrofuran were added at room temperature to a Grignard solution prepared from 60 mg of magnesium and 0.15 ml of methyl iodide in diethyl ether. After stirring at room temperature for 3 hours, the reaction was interrupted by the addition of saturated ammonium chloride solution. The reaction mixture was diluted with ethyl acetate and t... Starting materials: BrC1=CC=C(C2=CC=CC=C12)C(=O)O (4-bromo-1-naphthoic acid), BrC1=CC=CC2=CC=CC=C12 (1-bromonaphthalene), C(C)(=O)Cl (acetyl chloride). Product: BrC1=CC=C(C2=CC=CC=C12)C(C)=O (4-bromo-1-acetylnaphthalene). RXN SMILES: [Br:1][C:2]1[C:11]2[C:6](=[CH:7][CH:8]=[CH:9][CH:10]=2)[C:5]([C:12]([OH:14])=O)=[CH:4][CH:3]=1.Br[C:16]1C2C(=CC=CC=2)C=CC=1.C(Cl)(=O)C>>[Br:1][C:2]1[C:11]2[C:6](=[CH:7][CH:8]=[CH:9][CH:10]=2)[C:5]([C:12](=[O:14])[CH3:16])=[CH:4][CH:3]=1. Procedure details: The 4-bromo-1-naphthoic acid required as starting material according to the process according to the invention has already been described in the literature. It can, for example, be prepared in a simple manner by reacting 1-bromonaphthalene with acetyl chloride in a Friedel-Crafts reaction to give 4-bromo-1-acetylnaphthalene (see K. Dziewouski and L. Sternback, Bull. acad. polonaise A, 1931, 59 to 68, or T. L. Jacobs, S. Winstein, J. W. Ralls and J. H. Robson Journ. org. chem. 11 (1946), 27-33) a...